Dataset: the Open Reaction Database (ORD), a public repository of structured organic reaction records. Task: describe an organic reaction: reactants, conditions, products, and yield Run in CO (methanol). Procedure details: N-Pentyl-N'-cyanoguanidine (30.0 g, 0.195 mol) and diethylamine (3 ml) were combined in methanol (550 ml). This solution was cooled to -40°, saturated with hydrogen sulfide gas, transferred to a stainless steel bomb and heated at 85° for 40 hours. The excess hydrogen sulfide was purged from the reaction mixture with nitrogen and the solution was then concentrated in vacuo. The residue was flash chromatographed (140 mm column, 5% methanol in chloroform). The fractions containing pure product were... The product is C(CCCC)NC(=N)NC(=S)N ((N-Pentylguanyl)thiourea). Starting materials: C(CCCC)NC(=N)NC#N (N-Pentyl-N'-cyanoguanidine), stainless steel, C(C)NCC (diethylamine), S (hydrogen sulfide). The yield is 59.9%. Reaction SMILES: [CH2:1]([NH:6][C:7]([NH:9][C:10]#[N:11])=[NH:8])[CH2:2][CH2:3][CH2:4][CH3:5].C(NCC)C.[SH2:17]>CO>[CH2:1]([NH:6][C:7]([NH:9][C:10]([NH2:11])=[S:17])=[NH:8])[CH2:2][CH2:3][CH2:4][CH3:5]. Starting materials: acid chloride, ClC1=C(OC2=CC3=C(N(C(C(O3)(C(=O)O)C)=O)C)C=C2)C=CC(=C1)C(F)(F)F (7-(2-Chloro-4-trifluoromethylphenoxy)-2,4-dimethyl-3,4-dihydro-3-oxo-2H-1,4-benzoxazine-2-carboxylic acid), ClC1=C(OC2=CC3=C(N(C(C(O3)(C(=O)O)C)=O)C)C=C2)C=CC(=C1)C(F)(F)F (7-(2-Chloro-4-trifluoromethylphenoxy)-2,4-dimethyl-3,4-dihydro-3-oxo-2H-1,4-benzoxazine-2-carboxylic acid), Cl.C(C)N (ethylamine hydrochloride), O1CCOCC1 (dioxane). The product is C(C)NC(=O)CC1(OC2=C(N(C1=O)C)C=CC(=C2)OC2=C(C=C(C=C2)C(F)(F)F)Cl)C (N-ethyl-7-(2-chloro-4-trifluoromethylphenoxy)-2,4-dimethyl-3,4-dihydro-3-oxo-2H-1,4-benzoxazine-2-carboxyamide). Reaction SMILES: [Cl:1][C:2]1[CH:24]=[C:23]([C:25]([F:28])([F:27])[F:26])[CH:22]=[CH:21][C:3]=1[O:4][C:5]1[CH:20]=[CH:19][C:8]2[N:9]([CH3:18])[C:10](=[O:17])[C:11]([CH3:16])([C:13](O)=O)[O:12][C:7]=2[CH:6]=1.Cl.[CH2:30]([NH2:32])[CH3:31].[O:33]1CCOC[CH2:34]1>>[CH2:30]([NH:32][C:34]([CH2:13][C:11]1([CH3:16])[C:10](=[O:17])[N:9]([CH3:18])[C:8]2[CH:19]=[CH:20][C:5]([O:4][C:3]3[CH:21]=[CH:22][C:23]([C:25]([F:28])([F:27])[F:26])=[CH:24][C:2]=3[Cl:1])=[CH:6][C:7]=2[O:12]1)=[O:33])[CH3:31] |f:1.2|. Procedure: An acid chloride (0.4 g) prepared in the same manner as in Example 6 from 7-(2-chloro-4-trifluoromethylphenoxy)-2,4-dimethyl-3,4-dihydro-3-oxo-2H-1,4-benzoxazine-2-carboxylic acid (Compound 23) was dissolved in dioxane (5 ml), and ethylamine hydrochloride (0.1 g) was added thereto, followed by heating under reflux for 3 hours. The solvent was then evaporated under a reduced pressure, and the residue was purified by silica gel chromatography (eluant: n-hexane/ethyl acetate=2/1) to give 0.3 g of t... Reactants: COC=1C=C2C=CNC(C2=CC1)=O (6-methoxyisoquinolin-1(2H)-one), C1CC(=O)N(C1=O)Br (NBS). Solvent: C(C)#N (acetonitrile). Run at time 2 hour. Yields the product BrC1=CNC(C2=CC=C(C=C12)OC)=O (4-bromo-6-methoxyisoquinolin-1(2H)-one). Isolated yield 55.2%. As a reaction SMILES: [CH3:1][O:2][C:3]1[CH:4]=[C:5]2[C:10](=[CH:11][CH:12]=1)[C:9](=[O:13])[NH:8][CH:7]=[CH:6]2.C1C(=O)N([Br:21])C(=O)C1>C(#N)C>[Br:21][C:6]1[C:5]2[C:10](=[CH:11][CH:12]=[C:3]([O:2][CH3:1])[CH:4]=2)[C:9](=[O:13])[NH:8][CH:7]=1. Reported procedure: To a solution of 6-methoxyisoquinolin-1(2H)-one (2.5 g, 14.27 mmol) in acetonitrile (10 ml) was added NBS (2.54 g, 14.27 mmol) at room temperature under argon atmosphere. The reaction mass was stirred at the same temperature for 2 hr. The precipitated solid was filtered to get crude compound (2 g, 55.2%). The crude compound was taken to the next step without further purification. 1H NMR (400 MHz, DMSO-d6): δ ppm 11.41 (s, 1H), 8.17-8.15 (d, J=8 Hz, 1H), 7.53 (s, 1H), 7.19-7.11 (m, 2H), 3.93 (s, ... Run in CCOC(=O)C (EtOAc), CC(=O)C (acetone). Isolated yield 82.5%. Reactants: O1C(=CC2=C1C=CC=C2)C=2C=C1C(=CC(=NC1=CC2)C(F)(F)F)O (6-(1-benzofuran-2-yl)-4-hydroxy-2-(trifluoromethyl)quinoline), C(=O)([O-])[O-].[Cs+].[Cs+] (Cs2CO3), BrCC#N (bromoacetonitrile). Procedure details: To a stirred solution of 6-(1-benzofuran-2-yl)-4-hydroxy-2-(trifluoromethyl)quinoline (0.770 g, 2.34 mmol) in acetone (40 mL) at room temperature was added Cs2CO3 (0.839 g, 2.57 mmol) followed by bromoacetonitrile (0.326 mL, 4.68 mmol) dropwise. The reaction was stirred at this temperature for 18 hours and then diluted with EtOAc (200 mL). The organic layer was washed with 1 N HCl (20 mL), sat. aq. NaHCO3 (20 mL), and brine (20 mL) and then dried (MgSO4). After concentration, the residue was rec... Reaction conditions: time 18 hour. Product: O1C(=CC2=C1C=CC=C2)C=2C=C1C(=CC(=NC1=CC2)C(F)(F)F)OCC#N ({[6-(1-Benzofuran-2-yl)-2-(trifluoromethyl)quinolin-4-yl]oxy}acetonitrile). Reaction SMILES: [O:1]1[C:5]2[CH:6]=[CH:7][CH:8]=[CH:9][C:4]=2[CH:3]=[C:2]1[C:10]1[CH:11]=[C:12]2[C:17](=[CH:18][CH:19]=1)[N:16]=[C:15]([C:20]([F:23])([F:22])[F:21])[CH:14]=[C:13]2[OH:24].C([O-])([O-])=O.[Cs+].[Cs+].Br[CH2:32][C:33]#[N:34]>CC(C)=O.CCOC(C)=O>[O:1]1[C:5]2[CH:6]=[CH:7][CH:8]=[CH:9][C:4]=2[CH:3]=[C:2]1[C:10]1[CH:11]=[C:12]2[C:17](=[CH:18][CH:19]=1)[N:16]=[C:15]([C:20]([F:22])([F:21])[F:23])[CH:14]=[C:13]2[O:24][CH2:32][C:33]#[N:34] |f:1.2.3|. The reactants are O=C([O-])[O-], CCN(CC)C(=O)c1ccc(C(=C2CCNCC2)c2ccccc2)cc1, CI, CC#N, [K+], [K+]. Yields the product CCN(CC)C(=O)c1ccc(C(=C2CCN(C)CC2)c2ccccc2)cc1. As a reaction SMILES: [C:27](=[O:28])([O-:29])[O-:30].[CH2:1]([CH3:2])[N:3]([C:4]([c:5]1[cH:6][cH:7][c:8]([C:11]([c:12]2[cH:13][cH:14][cH:15][cH:16][cH:17]2)=[C:18]2[CH2:19][CH2:20][NH:21][CH2:22][CH2:23]2)[cH:9][cH:10]1)=[O:24])[CH2:25][CH3:26].[CH3:33][I:34].[CH3:35][C:36]#[N:37].[K+:31].[K+:32]>>[CH2:1]([CH3:2])[N:3]([C:4]([c:5]1[cH:6][cH:7][c:8]([C:11]([c:12]2[cH:13][cH:14][cH:15][cH:16][cH:17]2)=[C:18]2[CH2:19][CH2:20][N:21]([CH3:27])[CH2:22][CH2:23]2)[cH:9][cH:10]1)=[O:24])[CH2:25][CH3:26].